This data is from the Open Reaction Database (ORD), a public repository of structured organic reaction records. The task is: describe an organic reaction: reactants, conditions, products, and yield The reactants are C=CCC(Cc1ccccc1)C(=O)N1C(=O)OCC1C(C)C, CCCCCC, [Cl-], [Li]CCCC, [NH4+], C1CCOC1, OCc1ccccc1. Product: C=CCC(Cc1ccccc1)C(=O)OCc1ccccc1. Reaction SMILES: [CH2:14]([c:15]1[cH:16][cH:17][cH:18][cH:19][cH:20]1)[CH:21]([C:22](=[O:23])[N:24]1[CH:25]([CH:26]([CH3:27])[CH3:28])[CH2:29][O:30][C:31]1=[O:32])[CH2:33][CH:34]=[CH2:35].[CH3:43][CH2:44][CH2:45][CH2:46][CH2:47][CH3:48].[Cl-:36].[Li:1][CH2:2][CH2:3][CH2:4][CH3:5].[NH4+:37].[O:38]1[CH2:39][CH2:40][CH2:41][CH2:42]1.[OH:6][CH2:7][c:8]1[cH:9][cH:10][cH:11][cH:12][cH:13]1>>[O:6]([CH2:7][c:8]1[cH:9][cH:10][cH:11][cH:12][cH:13]1)[C:22]([CH:21]([CH2:14][c:15]1[cH:16][cH:17][cH:18][cH:19][cH:20]1)[CH2:33][CH:34]=[CH2:35])=[O:23]. Starting materials: ClCC(=O)N1C(CN(C(C1)C)CC1=CC=C(C=C1)F)C (2-chloro-1-[4-(4-fluoro-benzyl)-2,5-dimethyl-piperazin-1-yl]-ethanone), C([O-])([O-])=O.[K+].[K+] (potassium carbonate), [I-].[K+] (potassium iodide), ClC1=CC(=C(C=C1)O)C1=CC=NO1 (4-chloro-2-isoxazol-5-yl-phenol). Solvent: O1CCCC1 (tetrahydrofuran), C(C)#N (acetonitrile). Run at time 18 hour. Yields the product ClC1=CC(=C(OCC(=O)N2[C@@H](CN([C@H](C2)C)CC2=CC=C(C=C2)F)C)C=C1)C1=CC=NO1 (2-(4-Chloro-2-isoxazol-5-yl-phenoxy)-1-[4-(4-fluoro-benzyl)-(2R,5S)-2,5-dimethyl-piperazin-1-yl]-ethanone). Isolated yield 101.5%. RXN SMILES: Cl[CH2:2][C:3]([N:5]1[CH2:10][CH:9]([CH3:11])[N:8]([CH2:12][C:13]2[CH:18]=[CH:17][C:16]([F:19])=[CH:15][CH:14]=2)[CH2:7][CH:6]1[CH3:20])=[O:4].C(=O)([O-])[O-].[K+].[K+].[I-].[K+].[Cl:29][C:30]1[CH:35]=[CH:34][C:33]([OH:36])=[C:32]([C:37]2[O:41][N:40]=[CH:39][CH:38]=2)[CH:31]=1>C(#N)C.O1CCCC1>[Cl:29][C:30]1[CH:35]=[CH:34][C:33]([O:36][CH2:2][C:3]([N:5]2[CH2:10][C@H:9]([CH3:11])[N:8]([CH2:12][C:13]3[CH:18]=[CH:17][C:16]([F:19])=[CH:15][CH:14]=3)[CH2:7][C@H:6]2[CH3:20])=[O:4])=[C:32]([C:37]2[O:41][N:40]=[CH:39][CH:38]=2)[CH:31]=1 |f:1.2.3,4.5|. Procedure details: To a solution of (2-chloro-1-[4-(4-fluoro-benzyl)-2,5-dimethyl-piperazin-1-yl]-ethanone (0.30 g, 1.0 mmol) in acetonitrile (10 mL) was added potassium carbonate (0.207 g, 1.5 mmol), potassium iodide (0.033 g, 0.20 mmol) and 4-chloro-2-isoxazol-5-yl-phenol (0.215 g, 1.1 mmol). The resulting mixture was stirred for 18 hours at ambient temperature. The reaction was diluted with tetrahydrofuran (10 mL), filtered and concentrated in vacuo to give the title compound (0.465 g). The reactants are ClC1=C(C=C(C(=O)O)C=C1)[N+](=O)[O-] (4-chloro-3-nitrobenzoic acid), S(=O)(Cl)Cl (thionyl chloride). Solvent: C1=CC=CC=C1 (benzene). The product is ClC1=C(C=C(C(=O)Cl)C=C1)[N+](=O)[O-] (4-Chloro-3-nitrobenzoyl chloride). RXN SMILES: [Cl:1][C:2]1[CH:10]=[CH:9][C:5]([C:6](O)=[O:7])=[CH:4][C:3]=1[N+:11]([O-:13])=[O:12].S(Cl)([Cl:16])=O>C1C=CC=CC=1>[Cl:1][C:2]1[CH:10]=[CH:9][C:5]([C:6]([Cl:16])=[O:7])=[CH:4][C:3]=1[N+:11]([O-:13])=[O:12]. Reported procedure: To a solution of 14.1 g (0.07 mole) of 4-chloro-3-nitrobenzoic acid in 200 ml of dry benzene, 10 ml of thionyl chloride is added and the mixture is refluxed for 10 hours. The excess of thionyl chloride is removed in vacuo and the acid chloride is purified by repeated addition of fresh benzene and subsequent removal in vacuo. Starting materials: C(C)(C)(C)OC(N(CC=1C(=NC=C(C1)F)OC)C1=NC=C(C=N1)C(O)C1=CN(C2=NC=C(C=C21)OC)S(=O)(=O)C2=CC=CC=C2)=O ({5-[(1-benzenesulfonyl-5-methoxy-1H-pyrrolo[2,3-b]pyridin-3-yl)-hydroxy-methyl]-pyrimidin-2-yl}-(5-fluoro-2-methoxy-pyridin-3-ylmethyl)-carbamic acid tert-butyl ester), C(C)[SiH](CC)CC (triethylsilane), FC(C(=O)O)(F)F (trifluoroacetic acid), C([O-])([O-])=O.[K+].[K+] (potassium carbonate). Run in C(C)#N (acetonitrile). Reaction conditions: temperature 80 celsius. The product is C1(=CC=CC=C1)S(=O)(=O)N1C=C(C=2C1=NC=C(C2)OC)CC=2C=NC(=NC2)NCC=2C(=NC=C(C2)F)OC ([5-(1-benzenesulfonyl-5-methoxy-1H-pyrrolo[2,3-b]pyridin-3-ylmethyl)-pyrimidin-2-yl]-(5-fluoro-2-methoxy-pyridin-3-ylmethyl)-amine). RXN SMILES: C(OC(=O)[N:7]([C:18]1[N:23]=[CH:22][C:21]([CH:24]([C:26]2[C:34]3[C:29](=[N:30][CH:31]=[C:32]([O:35][CH3:36])[CH:33]=3)[N:28]([S:37]([C:40]3[CH:45]=[CH:44][CH:43]=[CH:42][CH:41]=3)(=[O:39])=[O:38])[CH:27]=2)O)=[CH:20][N:19]=1)[CH2:8][C:9]1[C:10]([O:16][CH3:17])=[N:11][CH:12]=[C:13]([F:15])[CH:14]=1)(C)(C)C.C([SiH](CC)CC)C.FC(F)(F)C(O)=O.C(=O)([O-])[O-].[K+].[K+]>C(#N)C>[C:40]1([S:37]([N:28]2[C:29]3=[N:30][CH:31]=[C:32]([O:35][CH3:36])[CH:33]=[C:34]3[C:26]([CH2:24][C:21]3[CH:22]=[N:23][C:18]([NH:7][CH2:8][C:9]4[C:10]([O:16][CH3:17])=[N:11][CH:12]=[C:13]([F:15])[CH:14]=4)=[N:19][CH:20]=3)=[CH:27]2)(=[O:39])=[O:38])[CH:41]=[CH:42][CH:43]=[CH:44][CH:45]=1 |f:3.4.5|. Procedure: To {5-[(1-benzenesulfonyl-5-methoxy-1H-pyrrolo[2,3-b]pyridin-3-yl)-hydroxy-methyl]-pyrimidin-2-yl}-(5-fluoro-2-methoxy-pyridin-3-ylmethyl)-carbamic acid tert-butyl ester (124, 1 equivalent) in 10.0 mL of acetonitrile, triethylsilane (15.6 equivalents) and trifluoroacetic acid (16.9 equivalents) are added. The reaction is heated at 80° C. for 2 hours, then poured into aqueous potassium carbonate and extracted with ethyl acetate. The organic layer is dried over sodium sulfate, filtered and the fil... The reactants are Cl, NC1CCC(CCN2CCC(c3cccc4c3OCO4)CC2)CC1, O=C(O)CC1(O)CCCCC1. Product: O=C(CC1(O)CCCCC1)NC1CCC(CCN2CCC(c3cccc4c3OCO4)CC2)CC1. Reaction SMILES: [ClH:1].[O:2]1[CH2:3][O:4][c:5]2[c:6]1[cH:7][cH:8][cH:9][c:10]2[CH:11]1[CH2:12][CH2:13][N:14]([CH2:17][CH2:18][CH:19]2[CH2:20][CH2:21][CH:22]([NH2:25])[CH2:23][CH2:24]2)[CH2:15][CH2:16]1.[OH:26][C:27]1([CH2:33][C:34](=[O:35])[OH:36])[CH2:28][CH2:29][CH2:30][CH2:31][CH2:32]1>>[O:2]1[CH2:3][O:4][c:5]2[c:6]1[cH:7][cH:8][cH:9][c:10]2[CH:11]1[CH2:12][CH2:13][N:14]([CH2:17][CH2:18][CH:19]2[CH2:20][CH2:21][CH:22]([NH:25][C:34]([CH2:33][C:27]3([OH:26])[CH2:28][CH2:29][CH2:30][CH2:31][CH2:32]3)=[O:35])[CH2:23][CH2:24]2)[CH2:15][CH2:16]1. Yields the product O=C(O)CN1C(=O)C(NC(CCc2ccccc2)C(=O)O)CSCC1Cc1ccccc1. Reactants: CCOC(=O)C(CCc1ccccc1)NC1CSCC(Cc2ccccc2)N(CC(=O)O)C1=O, [Na+], [OH-]. As a reaction SMILES: [CH2:1]([c:2]1[cH:3][cH:4][cH:5][cH:6][cH:7]1)[CH:8]1[CH2:9][S:10][CH2:11][CH:12]([NH:20][CH:21]([CH2:22][CH2:23][c:24]2[cH:25][cH:26][cH:27][cH:28][cH:29]2)[C:30](=[O:31])[O:32][CH2:33][CH3:34])[C:13](=[O:19])[N:14]1[CH2:15][C:16](=[O:17])[OH:18].[Na+:36].[OH-:35]>>[CH2:1]([c:2]1[cH:3][cH:4][cH:5][cH:6][cH:7]1)[CH:8]1[CH2:9][S:10][CH2:11][CH:12]([NH:20][CH:21]([CH2:22][CH2:23][c:24]2[cH:25][cH:26][cH:27][cH:28][cH:29]2)[C:30](=[O:31])[OH:32])[C:13](=[O:19])[N:14]1[CH2:15][C:16](=[O:17])[OH:18]. The reactants are O.C(C)(=O)OCC (water ethyl acetate), ClC1=CC(=C(N)C=C1)F (4-chloro-2-fluoroaniline), C1(C2=C(C(=O)O1)CCCC2)=O (3,4,5,6-tetrahydrophthalic anhydride), ClC1=CC(=C(N)C=C1)F (4-chloro-2-fluoroaniline), C(C)(=O)OCC (ethyl acetate). The solvent is hexanes, C(C)(=O)O (acetic acid). Run at time 8 hour. Yields the product ClC1=CC(=C(C=C1)N1C(=O)C2=C(CCCC2)C1=O)F (N-(4-Chloro-2-fluorophenyl)-1-cyclohexene-1,2-dicarboximide). Yield: 69.3%. As a reaction SMILES: [Cl:1][C:2]1[CH:8]=[CH:7][C:5]([NH2:6])=[C:4]([F:9])[CH:3]=1.[C:10]1(=O)[O:15][C:13](=[O:14])[C:12]2[CH2:16][CH2:17][CH2:18][CH2:19][C:11]1=2.O.C(OCC)(=O)C.C(OCC)(=O)C>C(O)(=O)C>[Cl:1][C:2]1[CH:8]=[CH:7][C:5]([N:6]2[C:10](=[O:15])[C:11]3[CH2:19][CH2:18][CH2:17][CH2:16][C:12]=3[C:13]2=[O:14])=[C:4]([F:9])[CH:3]=1 |f:2.3|. Reported procedure: A mixture of 4-chloro-2-fluoroaniline (19.0 g, 130.6 mmol), and 3,4,5,6-tetrahydrophthalic anhydride (19.85 g, 130.6 mmol) in acetic acid (150 mL) is refluxed for 2 hours, treated with additional 4-chloro-2-fluoroaniline (3.0 g), refluxed for 90 minutes, stirred at room temperature overnight and poured into a water/ethyl acetate mixture. The organic phase is washed sequentially with water, saturated sodium hydrogen carbonate solution and brine, dried over anhydrous magnesium sulfate and concentr...